This data is from the Open Reaction Database (ORD), a public repository of structured organic reaction records. The task is: describe an organic reaction: reactants, conditions, products, and yield Starting materials: BrC1=C(C=C(C=C1C)N(C)C)F ((4-Bromo-3-fluoro-5-methyl-phenyl)-dimethyl-amine), C(=O)=O (CO2), [OH-].[Na+] (NaOH), C(C)(C)[Mg]Cl (iPrMgCl), [Li]CCCC (nBuLi). Solvent: C1CCOC1 (THF), C1CCOC1 (THF). Run at temperature -78 celsius, time 10 minute. Product: CN(C1=CC(=C(C(=O)O)C(=C1)C)F)C (4-Dimethylamino-2-fluoro-6-methyl-benzoic acid). The yield is 97.0%. RXN SMILES: C([Mg]Cl)(C)C.[Li]CCCC.Br[C:12]1[C:17]([CH3:18])=[CH:16][C:15]([N:19]([CH3:21])[CH3:20])=[CH:14][C:13]=1[F:22].[C:23](=[O:25])=[O:24].[OH-].[Na+]>C1COCC1>[CH3:20][N:19]([CH3:21])[C:15]1[CH:16]=[C:17]([CH3:18])[C:12]([C:23]([OH:25])=[O:24])=[C:13]([F:22])[CH:14]=1 |f:4.5|. Reported procedure: At 0° C., to a solution of iPrMgCl (9.10 mL, 2.0M THF, 1.2 eq.) in THF (14 mL) was added nBuLi (22.3 mL, 1.6 M Hexanes, 2.4 eq.). After 10 min., now yellow, homogeneous solution was cooled to −78° C., and to this was added a solution of (4-Bromo-3-fluoro-5-methyl-phenyl)-dimethyl-amine (3.52 g, 15.2 mmol) in THF (18 mL). Following the disappearance of the yellow color, the TLC after 20 min. showed no starting material. CO2(g) was canula transferred into the reaction mixture, which was warmed to ... Starting materials: FC=1C(=CC2=C(NC(O2)=O)C1)NCC1CSCCC1 (5-fluoro-6-[(tetrahydrothiopyran-3-yl)methylamino]benzoxazolin-2-one), I(=O)(=O)(=O)[O-].[Na+] (sodium metaperiodate). Solvent: C(C)O (ethanol), C1CCOC1 (THF). Run at time 20 hour. Product: FC=1C(=CC2=C(NC(O2)=O)C1)NCC1CS(CCC1)=O (5-Fluoro-6-[(1-oxo-tetrahydrothiopyran-3-yl)methylamino]benzoxazolin-2-one). Yield: 22.1%. RXN SMILES: I([O-])(=O)(=O)=[O:2].[Na+].[F:7][C:8]1[C:9]([NH:18][CH2:19][CH:20]2[CH2:25][CH2:24][CH2:23][S:22][CH2:21]2)=[CH:10][C:11]2[O:15][C:14](=[O:16])[NH:13][C:12]=2[CH:17]=1>C(O)C.C1COCC1>[F:7][C:8]1[C:9]([NH:18][CH2:19][CH:20]2[CH2:25][CH2:24][CH2:23][S:22](=[O:2])[CH2:21]2)=[CH:10][C:11]2[O:15][C:14](=[O:16])[NH:13][C:12]=2[CH:17]=1 |f:0.1|. Reported procedure: Alumina-supported sodium metaperiodate [K. T. Liu and Y. C. Tong, J.O.C. 43:2717 (1989)] (5.6 g) was added to a solution of 1.2 g (4.25 mmole) 5-fluoro-6-[(tetrahydrothiopyran-3-yl)methylamino]benzoxazolin-2-one in 200 ml ethanol and 50 ml THF. The mixture was stirred for 20 hours at room temperature. The alumina was filtered off and the solvent was removed in vacuo. The crude product was purified by silica gel column chromatography, eluting with ethyl acetate/THF/methanol (80:20:5), and recryst... Reactants: C(C)(C)(C)OC(N(C)CC1=NN(C(=C1)S(=O)(=O)C1=CC(=CC=C1)Br)C=1C(=NC=CC1)F)=O (tert-butyl({5-[(3-bromophenyl)sulfonyl]-1-(2-fluoropyridin-3-yl)-1H-pyrazol-3-yl}methyl)methylcarbamate), CN(C=O)C (dimethylformamide). Reagents/catalysts: C=1C=CC(=CC1)[P](C=2C=CC=CC2)(C=3C=CC=CC3)[Pd]([P](C=4C=CC=CC4)(C=5C=CC=CC5)C=6C=CC=CC6)([P](C=7C=CC=CC7)(C=8C=CC=CC8)C=9C=CC=CC9)[P](C=1C=CC=CC1)(C=1C=CC=CC1)C=1C=CC=CC1 (tetrakis(triphenylphosphine)palladium(0)), [C-]#N.[Zn+2].[C-]#N (zinc cyanide). Conditions: temperature 110 celsius, time 2 hour. Product: C(C)(C)(C)OC(N(C)CC1=NN(C(=C1)S(=O)(=O)C1=CC(=CC=C1)C#N)C=1C(=NC=CC1)F)=O (tert-butyl({5-[(3-cyanophenyl)sulfonyl]-1-(2-fluoropyridin-3-yl)-1H-pyrazol-3-yl}methyl)methylcarbamate). Isolated yield 87.0%. As a reaction SMILES: [C:1]([O:5][C:6](=[O:32])[N:7]([CH2:9][C:10]1[CH:14]=[C:13]([S:15]([C:18]2[CH:23]=[CH:22][CH:21]=[C:20](Br)[CH:19]=2)(=[O:17])=[O:16])[N:12]([C:25]2[C:26]([F:31])=[N:27][CH:28]=[CH:29][CH:30]=2)[N:11]=1)[CH3:8])([CH3:4])([CH3:3])[CH3:2].[CH3:33][N:34](C)C=O>[C-]#N.[Zn+2].[C-]#N.C1C=CC([P]([Pd]([P](C2C=CC=CC=2)(C2C=CC=CC=2)C2C=CC=CC=2)([P](C2C=CC=CC=2)(C2C=CC=CC=2)C2C=CC=CC=2)[P](C2C=CC=CC=2)(C2C=CC=CC=2)C2C=CC=CC=2)(C2C=CC=CC=2)C2C=CC=CC=2)=CC=1>[C:1]([O:5][C:6](=[O:32])[N:7]([CH2:9][C:10]1[CH:14]=[C:13]([S:15]([C:18]2[CH:23]=[CH:22][CH:21]=[C:20]([C:33]#[N:34])[CH:19]=2)(=[O:17])=[O:16])[N:12]([C:25]2[C:26]([F:31])=[N:27][CH:28]=[CH:29][CH:30]=2)[N:11]=1)[CH3:8])([CH3:4])([CH3:3])[CH3:2] |f:2.3.4,^1:46,48,67,86|. Reported procedure: A solution of tert-butyl({5-[(3-bromophenyl)sulfonyl]-1-(2-fluoropyridin-3-yl)-1H-pyrazol-3-yl}methyl)methylcarbamate (315 mg) and zinc cyanide (107 mg) in dimethylformamide (3 mL) was sufficiently deaerated, tetrakis(triphenylphosphine)palladium(0) (138 mg) was added, and the mixture was further deaerated. After stirring under an argon atmosphere at 110° C. for 2 hr, the reaction mixture was allowed to cool to room temperature, washed with water and saturated brine, dried over anhydrous sodium ... The reactants are C(C)(C)(CC)C1CCC(CC1)C=O (4-tert.amyl-cyclohexane-1-carboxaldehyde), C(=O)(OCC)C(C)=P(C1=CC=CC=C1)(C1=CC=CC=C1)C1=CC=CC=C1 ((α-carbethoxy-ethylidene)-triphenyl-phosphorane), C(C1=CC=CC=C1)(=O)O (benzoic acid). Run in C1(=CC=CC=C1)C (toluene). The product is C(C)OC(C(=CC1CCC(CC1)C(C)(C)CC)C)=O (3-(4-tert.amyl-cyclohexyl)-2-methyl-acrylic acid ethyl ester). RXN SMILES: [C:1]([CH:6]1[CH2:11][CH2:10][CH:9]([CH:12]=O)[CH2:8][CH2:7]1)([CH2:4][CH3:5])([CH3:3])[CH3:2].[C:14]([C:19](=P(C1C=CC=CC=1)(C1C=CC=CC=1)C1C=CC=CC=1)[CH3:20])([O:16][CH2:17][CH3:18])=[O:15].C(O)(=O)C1C=CC=CC=1>C1(C)C=CC=CC=1>[CH2:17]([O:16][C:14](=[O:15])[C:19]([CH3:20])=[CH:12][CH:9]1[CH2:8][CH2:7][CH:6]([C:1]([CH2:4][CH3:5])([CH3:2])[CH3:3])[CH2:11][CH2:10]1)[CH3:18]. Procedure details: A mixture of 46.3 g of 4-tert.amyl-cyclohexane-1-carboxaldehyde, 92.3 g of (α-carbethoxy-ethylidene)-triphenyl-phosphorane and 7.6 g of benzoic acid in 250 ml of toluene is heated at reflux for 3.5 hours under nirogen gasification and the toluene is evaporated. The oily-crystalline residue is dissolved in 1600 ml of methanol/water (4:1) and exhaustively extracted with hexane. The combined hexane extracts are washed with sodium carbonate solution and water, dried over sodium sulphate and evaporat... Starting materials: C[O-], CO, CSc1ccc(C=O)cc1, [Na+]. Yields the product COC(OC)c1ccc(SC)cc1. As a reaction SMILES: [CH3:11][O-:12].[CH3:14][OH:15].[CH3:1][S:2][c:3]1[cH:4][cH:5][c:6]([CH:7]=[O:8])[cH:9][cH:10]1.[Na+:13]>>[CH3:1][S:2][c:3]1[cH:4][cH:5][c:6]([CH:7]([O:8][CH3:14])[O:12][CH3:11])[cH:9][cH:10]1. Starting materials: NC(C(=O)OCC)C1(CCN(CC1)CC1=CC=CC=C1)SCCO (ethyl amino{1-benzyl-4-[(2-hydroxyethyl)sulfanyl]-4-piperidinyl}acetate), C(C#CC)OC1=CC=C(C=C1)S(=O)(=O)Cl (4-but-2-ynyloxy benzenesulfonyl chloride), C(C)(C)N(C(C)C)CC (N,N-diisopropylethylamine). Run in ClCCl (dichloromethane). Reaction conditions: time 4 hour. Product: C(C1=CC=CC=C1)N1CCC(CC1)(SCCO)C(C(=O)OCC)NS(=O)(=O)C1=CC=C(C=C1)OCC#CC (ethyl {1-benzyl-4-[(2-hydroxyethyl)sulfanyl]-4-piperidinyl}({[4-(2-butynyloxy)phenyl]sulfonyl}amino)acetate). As a reaction SMILES: [NH2:1][CH:2]([C:8]1([S:21][CH2:22][CH2:23][OH:24])[CH2:13][CH2:12][N:11]([CH2:14][C:15]2[CH:20]=[CH:19][CH:18]=[CH:17][CH:16]=2)[CH2:10][CH2:9]1)[C:3]([O:5][CH2:6][CH3:7])=[O:4].[CH2:25]([O:29][C:30]1[CH:35]=[CH:34][C:33]([S:36](Cl)(=[O:38])=[O:37])=[CH:32][CH:31]=1)[C:26]#[C:27][CH3:28].C(N(CC)C(C)C)(C)C>ClCCl>[CH2:14]([N:11]1[CH2:12][CH2:13][C:8]([CH:2]([NH:1][S:36]([C:33]2[CH:32]=[CH:31][C:30]([O:29][CH2:25][C:26]#[C:27][CH3:28])=[CH:35][CH:34]=2)(=[O:38])=[O:37])[C:3]([O:5][CH2:6][CH3:7])=[O:4])([S:21][CH2:22][CH2:23][OH:24])[CH2:9][CH2:10]1)[C:15]1[CH:20]=[CH:19][CH:18]=[CH:17][CH:16]=1. Procedure details: To a stirred solution of ethyl amino{1-benzyl-4-[(2-hydroxyethyl)sulfanyl]-4-piperidinyl}acetate (2.1 g, 5 mmol) and 4-but-2-ynyloxy benzenesulfonyl chloride (1.24 g, 5.1 mmol) in dichloromethane (200 ml) at 0° C., N,N-diisopropylethylamine (3.0 g, 23.6 mmol) was added slowly. After the addition, the reaction mixture was stirred at room temperature for 4 h and quenched with water. The reaction mixture was washed with water, dried over anhydrous MgSO4, filtered and concentrated. It was purified b... The reactants are C(#N)C=1C=CC2=C(C3C(C(O2)(C)C)O3)C1 (6-cyano-3,4-epoxy-3,4-dihydro-2,2-dimethyl-2H-1-benzopyran), C(C1=CC=CC=C1)(=O)NN (benzoylhydrazine). Solvent: CCCCCC.C(C)O (hexane ethanol). Yields the product C(C1=CC=CC=C1)(=O)NN[C@H]1[C@@H](C(OC2=C1C=C(C=C2)C#N)(C)C)O (trans-4-(2-benzoylhydrazino)-6-cyano-3,4-dihydro-2,2-dimethyl-2H-1-benzopyran-3-ol). Isolated yield 54.1%. Reaction SMILES: [C:1]([C:3]1[CH:4]=[CH:5][C:6]2[O:11][C:10]([CH3:13])([CH3:12])[CH:9]3[O:14][CH:8]3[C:7]=2[CH:15]=1)#[N:2].[C:16]([NH:24][NH2:25])(=[O:23])[C:17]1[CH:22]=[CH:21][CH:20]=[CH:19][CH:18]=1>CCCCCC.C(O)C>[C:16]([NH:24][NH:25][C@@H:8]1[C:7]2[CH:15]=[C:3]([C:1]#[N:2])[CH:4]=[CH:5][C:6]=2[O:11][C:10]([CH3:13])([CH3:12])[C@H:9]1[OH:14])(=[O:23])[C:17]1[CH:22]=[CH:21][CH:20]=[CH:19][CH:18]=1 |f:2.3|. Procedure details: The procedure of Reference Example 2 was repeated except that 1.3 g of 6-cyano-3,4-epoxy-3,4-dihydro-2,2-dimethyl-2H-1-benzopyran and 1.0 g of benzoylhydrazine was used, and 1.18 g of trans-4-(2-benzoylhydrazino)-6-cyano-3,4-dihydro-2,2-dimethyl-2H-1-benzopyran-3-ol was obtained as white crystals, m.p. 197°-199° C. (recrystallized from hexane-ethanol). The reactants are ClC\C=C/C=1CS[C@H]2N(C1C(=O)OC(C1=CC=CC=C1)C1=CC=CC=C1)C(C2NC(\C(=N/OC)\C=2N=C(SC2)NC(C2=CC=CC=C2)(C2=CC=CC=C2)C2=CC=CC=C2)=O)=O (diphenylmethyl 3-[(Z)-3-chloro-1-propen-1-yl]-7-[(Z)-2-(2-tritylaminothiazol-4-yl)-2-methoxyimino-acetamido]-3-cephem-4-carboxylate), [I-].[Na+] (sodium iodide). Solvent: CC(=O)C (acetone), C(C)(=O)OCC (ethyl acetate). Reaction conditions: time 2 hour. Yields the product IC/C=C/C=1CS[C@H]2N(C1C(=O)OC(C1=CC=CC=C1)C1=CC=CC=C1)C(C2NC(\C(=N/OC)\C=2N=C(SC2)NC(C2=CC=CC=C2)(C2=CC=CC=C2)C2=CC=CC=C2)=O)=O (Diphenylmethyl 3-[(E)- 3-iodo-1-propen-1-yl]-7-[(Z)-2-(2-tritylaminothiazol-4-yl)-2-methoxyiminoacetamido]-3-cephem-4-carboxylate). Yield: 91.4%. As a reaction SMILES: Cl[CH2:2]/[CH:3]=[CH:4]\[C:5]1[CH2:6][S:7][C@@H:8]2[CH:28]([NH:29][C:30](=[O:60])/[C:31](/[C:35]3[N:36]=[C:37]([NH:40][C:41]([C:54]4[CH:59]=[CH:58][CH:57]=[CH:56][CH:55]=4)([C:48]4[CH:53]=[CH:52][CH:51]=[CH:50][CH:49]=4)[C:42]4[CH:47]=[CH:46][CH:45]=[CH:44][CH:43]=4)[S:38][CH:39]=3)=[N:32]\[O:33][CH3:34])[C:27](=[O:61])[N:9]2[C:10]=1[C:11]([O:13][CH:14]([C:21]1[CH:26]=[CH:25][CH:24]=[CH:23][CH:22]=1)[C:15]1[CH:20]=[CH:19][CH:18]=[CH:17][CH:16]=1)=[O:12].[I-:62].[Na+]>CC(C)=O.C(OCC)(=O)C>[I:62][CH2:2]/[CH:3]=[CH:4]/[C:5]1[CH2:6][S:7][C@@H:8]2[CH:28]([NH:29][C:30](=[O:60])/[C:31](/[C:35]3[N:36]=[C:37]([NH:40][C:41]([C:54]4[CH:59]=[CH:58][CH:57]=[CH:56][CH:55]=4)([C:48]4[CH:53]=[CH:52][CH:51]=[CH:50][CH:49]=4)[C:42]4[CH:47]=[CH:46][CH:45]=[CH:44][CH:43]=4)[S:38][CH:39]=3)=[N:32]\[O:33][CH3:34])[C:27](=[O:61])[N:9]2[C:10]=1[C:11]([O:13][CH:14]([C:21]1[CH:26]=[CH:25][CH:24]=[CH:23][CH:22]=1)[C:15]1[CH:20]=[CH:19][CH:18]=[CH:17][CH:16]=1)=[O:12] |f:1.2|. Procedure: A mixture of diphenylmethyl 3-[(Z)-3-chloro-1-propen-1-yl]-7-[(Z)-2-(2-tritylaminothiazol-4-yl)-2-methoxyimino-acetamido]-3-cephem-4-carboxylate (IXb) (392 mg, 0.45 mmol) and sodium iodide (204 mg, 1.36 mmol) in acetone (3.9 ml) was stirred at room temperature for 2 hours and diluted with ethyl acetate. The organic solution was successively washed with an aqueous sodium thiosulfate solution, water and brine, dried over anhydrous magnesium sulfate and concentrated to afford 394 mg (91% yield) of ...